Dataset: the Open Reaction Database (ORD), a public repository of structured organic reaction records. Task: describe an organic reaction: reactants, conditions, products, and yield Reactants: polyphosphoric acid, C(=O)(O)C1=C(C=CC=C1)C=CC1=CC=C(C=C1)C (2-carboxy-4'-methyl stilbene), O (water). Run in S1(=O)(=O)CCCC1 (sulfolane). The product is CC=1C=CC2=C(C(C3=C(CC2)C=CC=C3)=O)C1 (3-methyl-10,11-dihydro-5H-dibenzo[a,d]cyclohepten-5-one). Yield: 87.2%. RXN SMILES: [C:1]([C:4]1[CH:9]=[CH:8][CH:7]=[CH:6][C:5]=1[CH:10]=[CH:11][C:12]1[CH:17]=[CH:16][C:15]([CH3:18])=[CH:14][CH:13]=1)([OH:3])=O.O>S1(CCCC1)(=O)=O>[CH3:18][C:15]1[CH:14]=[CH:13][C:12]2[CH2:11][CH2:10][C:5]3[CH:6]=[CH:7][CH:8]=[CH:9][C:4]=3[C:1](=[O:3])[C:17]=2[CH:16]=1. Procedure details: The acid from Step A (37.5 g) in sulfolane (200 ml) was heated to 110° C. and polyphosphoric acid (150 ml) added. After 1.5 hr at 110° C. the mixture was poured into water (500ml). extracted with hexane (3×200 ml) and the extract washed, dried, diluted with an equal volume of ether and percolated through silica (200 g). The eluate Was evaporated to afford 3-methyl-10,11-dihydro-5H-dibenzo[a,d]cyclohepten-5-one (30.5 g) as an oil. 60MHz NMR in deuterochloroform 2.35 (CH3), 3.20 ppm [(CH2)2 ]. Starting materials: Cc1ncc[nH]1, O=[N+]([O-])O, O=S(=O)(O)O. The product is Cc1ncc([N+](=O)[O-])[nH]1. RXN SMILES: [CH3:1][c:2]1[nH:3][cH:4][cH:5][n:6]1.[OH:12][N+:13]([O-:14])=[O:15].[S:7](=[O:8])(=[O:9])([OH:10])[OH:11]>>[CH3:1][c:2]1[nH:3][c:4]([N+:13](=[O:12])[O-:14])[cH:5][n:6]1. Reactants: C1([N+](=O)[O-])=C([O-])C([N+](=O)[O-])=CC([N+](=O)[O-])=C1[O-].[Na+].[Na+] (sodium styphnate), [N+](=O)([O-])[O-].[Pb+2].[N+](=O)([O-])[O-] (Lead nitrate), [N+](=O)([O-])[O-].[Pb+2].[N+](=O)([O-])[O-] (lead nitrate). The solvent is resultant mixture, O (water), N=NNN (tetrazene). The product is C1([N+](=O)[O-])=C([O-])C([N+](=O)[O-])=CC([N+](=O)[O-])=C1[O-].[Pb+2] (lead styphnate), [N+](=O)([O-])[O-].[Na+] (sodium nitrate). As a reaction SMILES: [N+:1]([O-:4])([O-:3])=[O:2].[Pb+2:5].[N+]([O-])([O-])=O.[C:10]1([C:25]([O-:26])=[C:21]([N+:22]([O-:24])=[O:23])[CH:20]=[C:16]([N+:17]([O-:19])=[O:18])[C:14]=1[O-:15])[N+:11]([O-:13])=[O:12].[Na+:27].[Na+]>O.N=NNN>[C:10]1([C:14]([O-:15])=[C:16]([N+:17]([O-:19])=[O:18])[CH:20]=[C:21]([N+:22]([O-:24])=[O:23])[C:25]=1[O-:26])[N+:11]([O-:13])=[O:12].[Pb+2:5].[N+:1]([O-:4])([O-:3])=[O:2].[Na+:27] |f:0.1.2,3.4.5,8.9,10.11|. Procedure: Lead nitrate is soluble in water, and was added to the dry ingredients in aqueous solution.The tetrazene was dispersed in the lead nitrate solution, this being a dangerous material to handle dry. The double decomposition reaction between the lead nitrate and the sodium styphnate then occurred in the cartridge case, giving lead styphnate and sodium nitrate in the resultant mixture. The product was dried out after the reaction, and then approximately 10% by volume of water was added to the dried m... The reactants are CCCCCCCCCCCCCCOc1cccc(C(=O)OC)c1, CO, [K+], [OH-], O. Reaction SMILES: [CH3:1][O:2][C:3]([c:4]1[cH:5][c:6]([O:10][CH2:11][CH2:12][CH2:13][CH2:14][CH2:15][CH2:16][CH2:17][CH2:18][CH2:19][CH2:20][CH2:21][CH2:22][CH2:23][CH3:24])[cH:7][cH:8][cH:9]1)=[O:25].[CH3:28][OH:29].[K+:27].[OH-:26].[OH2:30]>>[O:2]=[C:3]([c:4]1[cH:5][c:6]([O:10][CH2:11][CH2:12][CH2:13][CH2:14][CH2:15][CH2:16][CH2:17][CH2:18][CH2:19][CH2:20][CH2:21][CH2:22][CH2:23][CH3:24])[cH:7][cH:8][cH:9]1)[OH:25]. Yields the product CCCCCCCCCCCCCCOc1cccc(C(=O)O)c1. Reactants: C1CCOC1, COCCOC, C[Si](C)(C)[N-][Si](C)(C)C, CC(C)O, ClC(Cl)Cl, [Li+], [Li+], O=C1Cc2ccccc2N1, O=C1OC(C(=O)[O-])c2ccccc21. Yields the product O=C1Nc2ccccc2C1=C1OC(C(=O)O)c2ccccc21. Reaction SMILES: [CH2:21]1[O:22][CH2:23][CH2:24][CH2:25]1.[CH2:44]([CH2:45][O:46][CH3:47])[O:48][CH3:49].[CH3:12][Si:13]([N-:14][Si:15]([CH3:16])([CH3:17])[CH3:18])([CH3:19])[CH3:20].[CH:50]([OH:51])([CH3:52])[CH3:53].[Cl:40][CH:41]([Cl:42])[Cl:43].[Li+:11].[Li+:39].[NH:1]1[C:2](=[O:10])[CH2:3][c:4]2[cH:5][cH:6][cH:7][cH:8][c:9]21.[O:26]=[C:27]1[O:28][CH:29]([C:36](=[O:37])[O-:38])[c:30]2[c:31]1[cH:32][cH:33][cH:34][cH:35]2>>[NH:1]1[C:2](=[O:10])[C:3](=[C:27]2[O:28][CH:29]([C:36](=[O:37])[OH:38])[c:30]3[c:31]2[cH:32][cH:33][cH:34][cH:35]3)[c:4]2[cH:5][cH:6][cH:7][cH:8][c:9]21.